From a dataset of the Open Reaction Database (ORD), a public repository of structured organic reaction records. describe an organic reaction: reactants, conditions, products, and yield Reactants: ClC=1C(=NC=C(C1)Cl)C#N (3,5-dichloropyridine-2-carbonitrile), C[Mg]Br (methylmagnesium bromide), Cl (hydrochloric acid), O (water). Solvent: O1CCCC1 (tetrahydrofuran), O1CCCC1 (tetrahydrofuran). Yields the product ClC=1C(=NC=C(C1)Cl)C(C)=O (1-(3,5-dichloropyridin-2-yl)ethanone). RXN SMILES: Cl[C:2]1[C:3]([C:9]#N)=[N:4][CH:5]=[C:6]([Cl:8])[CH:7]=1.[CH3:11][Mg]Br.[ClH:14].[OH2:15]>O1CCCC1>[Cl:14][C:2]1[C:3]([C:9](=[O:15])[CH3:11])=[N:4][CH:5]=[C:6]([Cl:8])[CH:7]=1. Procedure: To 20 g of 3,5-dichloropyridine-2-carbonitrile in 150 ml of tetrahydrofuran, 139 ml of a 1M tetrahydrofuran solution of methylmagnesium bromide was added dropwise with stirring under cooling with ice, and the mixture was stirred at the same temperature for 1 hour. After completion of the reaction, the reaction mixture was mixed with 15 ml of concentrated hydrochloric acid and 100 ml of water and extracted with ethyl acetate (100 ml×2), the resulting organic layers were combined, washed with wate... Reactants: [N+](=O)([O-])C=1C=C(C(C#N)=CC1)C#N (4-nitro-phthalonitrile), COC1=CC=C(C=C1)O (4-methoxy-phenol), C([O-])([O-])=O.[K+].[K+] (potassium carbonate). Run in CC(=O)C (acetone). The product is COC1=CC=C(OC=2C=C(C(C#N)=CC2)C#N)C=C1 (4-(4-Methoxy-phenoxy)-phthalonitrile). Isolated yield 106.2%. As a reaction SMILES: [N+]([C:4]1[CH:5]=[C:6]([C:12]#[N:13])[C:7](=[CH:10][CH:11]=1)[C:8]#[N:9])([O-])=O.[CH3:14][O:15][C:16]1[CH:21]=[CH:20][C:19]([OH:22])=[CH:18][CH:17]=1.C(=O)([O-])[O-].[K+].[K+]>CC(C)=O>[CH3:14][O:15][C:16]1[CH:21]=[CH:20][C:19]([O:22][C:4]2[CH:5]=[C:6]([C:12]#[N:13])[C:7](=[CH:10][CH:11]=2)[C:8]#[N:9])=[CH:18][CH:17]=1 |f:2.3.4|. Procedure details: A mixture of 4-nitro-phthalonitrile (4.00 g), 4-methoxy-phenol (3.46 g) and potassium carbonate (6.39 g) in acetone (64 ml) was heated to reflux for 2 h. Reaction mixture was cooled and filtered. Filtrate was concentrated and the residue was dissolved in ethyl acetate (100 ml). The solution was washed with NaOH (1 N, 50 ml), water, and then brine. The organic layer was dried over magnesium sulfate, filtered, and concentrated to give the product (6.14 g). 1H NMR (200 MHz, CDCl3) δ 6.70 (d, J=7.8 ... The reactants are C(CC)C1=NC2=C(N1CC1=CC=C(C=C1)C1=C(C=CC=C1)C1=NN=NN1)C=C(C=C2C)NC(OOC2=CC=CC=C2)=NC#N (4'-[[2-n-propyl-4-methyl-6-(2-phenoxy-3-cyano-isoureido)-1H-benzimidazol-1-yl] -methyl]-2-(1H-tetrazol-5-yl)-biphenyl), C1(CCCCC1)N (cyclohexylamine). Run in C(C)(C)O (isopropanol). Product: C(CC)C1=NC2=C(N1CC1=CC=C(C=C1)C1=C(C=CC=C1)C1=NN=NN1)C=C(C=C2C)NC(=NC#N)NC2CCCCC2 (4'-[[2-n-Propyl-4-methyl-6-(2-cyano-3-cyclohexyl-guanidino) -1H-benzimidazol-1-yl]-methyl]-2-(1H-tetrazol-5-yl)-biphenyl). Reaction SMILES: [CH2:1]([C:4]1[N:8]([CH2:9][C:10]2[CH:15]=[CH:14][C:13]([C:16]3[CH:21]=[CH:20][CH:19]=[CH:18][C:17]=3[C:22]3[NH:26][N:25]=[N:24][N:23]=3)=[CH:12][CH:11]=2)[C:7]2[CH:27]=[C:28]([NH:32][C:33](=[N:42][C:43]#[N:44])OOC3C=CC=CC=3)[CH:29]=[C:30]([CH3:31])[C:6]=2[N:5]=1)[CH2:2][CH3:3].[CH:45]1([NH2:51])[CH2:50][CH2:49][CH2:48][CH2:47][CH2:46]1>C(O)(C)C>[CH2:1]([C:4]1[N:8]([CH2:9][C:10]2[CH:11]=[CH:12][C:13]([C:16]3[CH:21]=[CH:20][CH:19]=[CH:18][C:17]=3[C:22]3[NH:23][N:24]=[N:25][N:26]=3)=[CH:14][CH:15]=2)[C:7]2[CH:27]=[C:28]([NH:32][C:33]([NH:51][CH:45]3[CH2:50][CH2:49][CH2:48][CH2:47][CH2:46]3)=[N:42][C:43]#[N:44])[CH:29]=[C:30]([CH3:31])[C:6]=2[N:5]=1)[CH2:2][CH3:3]. Procedure: Prepared analogously to Example 1c from 4'-[[2-n-propyl-4-methyl-6-(2-phenoxy-3-cyano-isoureido)-1H-benzimidazol-1-yl] -methyl]-2-(1H-tetrazol-5-yl)-biphenyl and cyclohexylamine in boiling isopropanol. Starting materials: COC(=O)c1ccc(O)c(C(N)=O)c1, CCOc1ccc(OC)cc1C(N)=O, C[O-], CO, CCI, [Na+]. Yields the product CCOc1ccc(C(=O)OC)cc1C(N)=O. As a reaction SMILES: [C:1](=[O:2])([O:3][CH3:4])[c:5]1[cH:6][cH:7][c:8]([OH:14])[c:9]([C:10](=[O:11])[NH2:12])[cH:13]1.[CH2:21]([O:22][c:23]1[cH:24][cH:25][c:26]([O:27][CH3:28])[cH:29][c:30]1[C:31]([NH2:32])=[O:33])[CH3:34].[CH3:18][O-:19].[CH3:35][OH:36].[I:15][CH2:16][CH3:17].[Na+:20]>>[C:1](=[O:2])([O:3][CH3:4])[c:5]1[cH:6][cH:7][c:8]([O:14][CH2:16][CH3:17])[c:9]([C:10](=[O:11])[NH2:12])[cH:13]1. The reactants are C1CCOC1, CC(C)(C)CO, N#Cc1cnc2ccc(I)cc2c1Cl, [KH]. The product is CC(C)(C)COc1c(C#N)cnc2ccc(I)cc12. Reaction SMILES: [CH2:22]1[O:23][CH2:24][CH2:25][CH2:26]1.[CH3:1][C:2]([CH2:3][OH:4])([CH3:5])[CH3:6].[Cl:7][c:8]1[c:9]([C:19]#[N:20])[cH:10][n:11][c:12]2[cH:13][cH:14][c:15]([I:18])[cH:16][c:17]12.[KH:21]>>[CH3:1][C:2]([CH2:3][O:4][c:8]1[c:9]([C:19]#[N:20])[cH:10][n:11][c:12]2[cH:13][cH:14][c:15]([I:18])[cH:16][c:17]12)([CH3:5])[CH3:6]. The reactants are C(C1=CC=CC=C1)N(CC1=C(C=C(C=C1)C1=CC=CC2=CC=CC=C12)OCC(=O)OC(C)(C)C)C(C(=O)OCC)=O (Ethyl (benzyl(2-(2-tert-butoxy-2-oxoethoxy)-4-(1-naphthyl)benzyl)amino)(oxo)acetate), C(=O)(C(F)(F)F)O.ClCCl (TFA dichloromethane). The product is C(C1=CC=CC=C1)N(C(C(=O)OCC)=O)CC1=C(OCC(=O)O)C=C(C=C1)C1=CC=CC2=CC=CC=C12 ((2-((benzyl(ethoxy(oxo)acetyl)amino)methyl)-5-(1-naphthyl)phenoxy)acetic Acid). As a reaction SMILES: [CH2:1]([N:8]([C:35](=[O:41])[C:36]([O:38][CH2:39][CH3:40])=[O:37])[CH2:9][C:10]1[CH:15]=[CH:14][C:13]([C:16]2[C:25]3[C:20](=[CH:21][CH:22]=[CH:23][CH:24]=3)[CH:19]=[CH:18][CH:17]=2)=[CH:12][C:11]=1[O:26][CH2:27][C:28]([O:30]C(C)(C)C)=[O:29])[C:2]1[CH:7]=[CH:6][CH:5]=[CH:4][CH:3]=1.C(O)(C(F)(F)F)=O.ClCCl>>[CH2:1]([N:8]([CH2:9][C:10]1[CH:15]=[CH:14][C:13]([C:16]2[C:25]3[C:20](=[CH:21][CH:22]=[CH:23][CH:24]=3)[CH:19]=[CH:18][CH:17]=2)=[CH:12][C:11]=1[O:26][CH2:27][C:28]([OH:30])=[O:29])[C:35](=[O:41])[C:36]([O:38][CH2:39][CH3:40])=[O:37])[C:2]1[CH:7]=[CH:6][CH:5]=[CH:4][CH:3]=1 |f:1.2|. Procedure: A room temperature solution of Example 20D (300 mg, 0.54 mmol) in 1:1 TFA/dichloromethane was stirred for 2 hours and concentrated to provide the desired product. Starting materials: O=C(Cl)C1CCC1, ClCCl, CN1C(=O)C2(COc3cc4c(cc32)OCCO4)c2c(N)cccc21, c1ccncc1. Product: CN1C(=O)C2(COc3cc4c(cc32)OCCO4)c2c(NC(=O)C3CCC3)cccc21. Reaction SMILES: [CH:25]1([C:29](=[O:30])[Cl:31])[CH2:26][CH2:27][CH2:28]1.[Cl:32][CH2:33][Cl:34].[NH2:1][c:2]1[c:3]2[c:4]([cH:5][cH:6][cH:7]1)[N:8]([CH3:24])[C:9](=[O:23])[C:10]21[CH2:11][O:12][c:13]2[cH:14][c:15]3[c:16]([cH:21][c:22]21)[O:17][CH2:18][CH2:19][O:20]3.[cH:35]1[cH:36][cH:37][n:38][cH:39][cH:40]1>>[NH:1]([c:2]1[c:3]2[c:4]([cH:5][cH:6][cH:7]1)[N:8]([CH3:24])[C:9](=[O:23])[C:10]21[CH2:11][O:12][c:13]2[cH:14][c:15]3[c:16]([cH:21][c:22]21)[O:17][CH2:18][CH2:19][O:20]3)[C:29]([CH:25]1[CH2:26][CH2:27][CH2:28]1)=[O:30].